From a dataset of the Open Reaction Database (ORD), a public repository of structured organic reaction records. describe an organic reaction: reactants, conditions, products, and yield The reactants are ice water, C(C)(=O)ON=C(CC)C1=C(C=CC=C1)O (1-(2-hydroxyphenyl)-1-propanone-O-acetyloxime), Cl (hydrochloric acid). Run in N1=CC=CC=C1 (pyridine). Yields the product C(C)C1=NOC2=C1C=CC=C2 (3-ethyl-1,2-benzisoxazole). Reaction SMILES: C(O[N:5]=[C:6]([C:9]1[CH:14]=[CH:13][CH:12]=[CH:11][C:10]=1[OH:15])[CH2:7][CH3:8])(=O)C.Cl>N1C=CC=CC=1>[CH2:7]([C:6]1[C:9]2[CH:14]=[CH:13][CH:12]=[CH:11][C:10]=2[O:15][N:5]=1)[CH3:8]. Procedure details: A mixture of 12.2 g of 1-(2-hydroxyphenyl)-1-propanone-O-acetyloxime and 120 ml of pyridine is refluxed for 3 h. After cooling, the reaction mixture is poured on to a mixture of ice/water and acidified with c. 130 ml of concentrated hydrochloric acid. After extraction with ethyl acetate, the organic phase is washed three times with water and once with a saturated solution of sodium chloride, dried over sodium sulfate and concentrated under vacuum. The crude product is purified by chromatography ...